Dataset: the Open Reaction Database (ORD), a public repository of structured organic reaction records. Task: describe an organic reaction: reactants, conditions, products, and yield Procedure: 0.1 g (0.37 mmol) of methyl 2-cyano-3-[(3-fluorophenyl)amino]-3-(methylsulfanyl)-2-propenoate and 0.06 g (0.41 mmol) of 2-cyclopentylethanamidine hydrochloride are dissolved in 1 ml of DMF and heated with 0.11 g (0.82 mmol) of potassium carbonate at 90° C. overnight. After filtration, the solvent is removed in vacuo and the residue is purified by preparative HPLC (YMC Gel ODS-AQ S 5/15 μm; eluent A: water, eluent B: acetonitrile; gradient: 0 min 30% B, 5 min 30% B, 50 min 95% B) purified. 70 mg ... The solvent is CN(C)C=O (DMF). Starting materials: C(#N)C(C(=O)OC)=C(SC)NC1=CC(=CC=C1)F (methyl 2-cyano-3-[(3-fluorophenyl)amino]-3-(methylsulfanyl)-2-propenoate), Cl.C1(CCCC1)CC(=N)N (2-cyclopentylethanamidine hydrochloride), C([O-])([O-])=O.[K+].[K+] (potassium carbonate). As a reaction SMILES: [C:1]([C:3](=[C:8]([NH:11][C:12]1[CH:17]=[CH:16][CH:15]=[C:14]([F:18])[CH:13]=1)SC)[C:4]([O:6]C)=O)#[N:2].Cl.[CH:20]1([CH2:25][C:26]([NH2:28])=[NH:27])[CH2:24][CH2:23][CH2:22][CH2:21]1.C(=O)([O-])[O-].[K+].[K+]>CN(C=O)C>[CH:20]1([CH2:25][C:26]2[NH:28][C:4](=[O:6])[C:3]([C:1]#[N:2])=[C:8]([NH:11][C:12]3[CH:17]=[CH:16][CH:15]=[C:14]([F:18])[CH:13]=3)[N:27]=2)[CH2:24][CH2:23][CH2:22][CH2:21]1 |f:1.2,3.4.5|. The product is C1(CCCC1)CC=1NC(C(=C(N1)NC1=CC(=CC=C1)F)C#N)=O (2-(Cyclopentylmethyl)-4-[(3-fluorophenyl)amino]-6-oxo-1,6-dihydro-5-pyrimidinecarbonitrile). Reactants: [Li+].CC(C)[N-]C(C)C (LDA), C(C)N(C(C1=C(C=CC=C1)CN1C=NC=C1I)=O)CC (N,N-diethyl-2-(5-iodo-imidazol-1-ylmethyl)-benzamide), C1(CCC1)=O (cyclobutanone), C(C)(C)NC(C)C (diisopropylamine), [Li]CCCC (n-BuLi). The solvent is C1CCOC1 (THF), C1CCOC1 (THF), O (water), C(C)(=O)O (acetic acid), C1CCOC1 (THF). Run at temperature 0 celsius, time 15 minute. Product: C(C)N(C(C1=C(C=CC=C1)C(N1C=NC=C1I)C1(CCC1)O)=O)CC (N,N-Diethyl-2-[(1-hydroxy-cyclobutyl)-(5-iodo-imidazol-1-yl)-methyl]-benzamide). Reaction SMILES: C(NC(C)C)(C)C.[Li]CCCC.[Li+].CC([N-]C(C)C)C.[CH2:21]([N:23]([CH2:39][CH3:40])[C:24](=[O:38])[C:25]1[CH:30]=[CH:29][CH:28]=[CH:27][C:26]=1[CH2:31][N:32]1[C:36]([I:37])=[CH:35][N:34]=[CH:33]1)[CH3:22].[C:41]1(=[O:45])[CH2:44][CH2:43][CH2:42]1>C1COCC1.O.C(O)(=O)C>[CH2:39]([N:23]([CH2:21][CH3:22])[C:24](=[O:38])[C:25]1[CH:30]=[CH:29][CH:28]=[CH:27][C:26]=1[CH:31]([C:41]1([OH:45])[CH2:44][CH2:43][CH2:42]1)[N:32]1[C:36]([I:37])=[CH:35][N:34]=[CH:33]1)[CH3:40] |f:2.3|. Reported procedure: To a solution of diisopropylamine (0.38 g, 3.76 mmol) in THF (25 mL) at −78° C. under nitrogen is added n-BuLi (2.5M in hexanes, 1.50 mL, 3.75 mmol) and the mixture is warmed to 0° C. After 15 min, the LDA solution is cooled to −78° C. and a solution of N,N-diethyl-2-(5-iodo-imidazol-1-ylmethyl)-benzamide (1.00 g, 2.51 mmol) in THF (5 mL) is added over 10 min. Fifteen min after the end of addition, cyclobutanone (0.90 g, 12.53 mmol) in THF (2 mL) is added to the brown solution. After 1.5 h, 10% ...